Dataset: the Open Reaction Database (ORD), a public repository of structured organic reaction records. Task: describe an organic reaction: reactants, conditions, products, and yield Reactants: CC(C)(C)OC(=O)C(=NOC(C)(C)C(=O)NN)c1csc(N)n1, CC(=O)Oc1ccc(C(=O)O)cc1OC(C)=O, ClCCl, CO, [Cl-]. Product: CC(=O)Oc1ccc(C(=O)NNC(=O)C(C)(C)ON=C(C(=O)OC(C)(C)C)c2csc(N)n2)cc1OC(C)=O, Cl. As a reaction SMILES: [C:1]([CH3:2])([CH3:3])([CH3:4])[O:5][C:6]([C:7](=[N:8][O:9][C:10]([CH3:11])([CH3:12])[C:13]([NH:14][NH2:15])=[O:16])[c:17]1[n:18][c:19]([NH2:22])[s:20][cH:21]1)=[O:23].[C:25]([CH3:26])(=[O:27])[O:28][c:29]1[cH:30][c:31]([C:32](=[O:33])[OH:34])[cH:35][cH:36][c:37]1[O:38][C:39]([CH3:40])=[O:41].[CH2:44]([Cl:45])[Cl:46].[CH3:42][OH:43].[Cl-:24]>>[C:1]([CH3:2])([CH3:3])([CH3:4])[O:5][C:6]([C:7](=[N:8][O:9][C:10]([CH3:11])([CH3:12])[C:13]([NH:14][NH:15][C:32]([c:31]1[cH:30][c:29]([O:28][C:25]([CH3:26])=[O:27])[c:37]([O:38][C:39]([CH3:40])=[O:41])[cH:36][cH:35]1)=[O:33])=[O:16])[c:17]1[n:18][c:19]([NH2:22])[s:20][cH:21]1)=[O:23].[ClH:24]. Reactants: C1(=CC=CC=C1)C1=CC=CC(N1)=O (6-phenyl pyridone), P(=O)(Br)(Br)Br (phosphoryl bromide), C([O-])([O-])=O.[Na+].[Na+] (sodium carbonate). Run in O (water). Reaction conditions: temperature 100 celsius. The product is BrC1=NC(=CC=C1)C1=CC=CC=C1 (2-bromo-6-phenyl pyridine). Yield: 75.7%. Reaction SMILES: [C:1]1([C:7]2[NH:12][C:11](=O)[CH:10]=[CH:9][CH:8]=2)[CH:6]=[CH:5][CH:4]=[CH:3][CH:2]=1.P(Br)(Br)([Br:16])=O.C(=O)([O-])[O-].[Na+].[Na+]>O>[Br:16][C:11]1[CH:10]=[CH:9][CH:8]=[C:7]([C:1]2[CH:6]=[CH:5][CH:4]=[CH:3][CH:2]=2)[N:12]=1 |f:2.3.4|. Procedure: A mixture of 6-phenyl pyridone (3 g, 17.5 mmol; prepared according to Example 6) and phosphoryl bromide (7.2 g, 25.0 mmol) is heated to 100° C. for 5 h. The cooled mixture is poured into water (40 ml) and the pH is adjusted to 9 by addition of saturated aqueous sodium carbonate. Then the layers are separated and the aqueous layer is extracted with ethyl acetate (50 ml). The combined organic layers are dried with anhydrous magnesium sulphate and the solvent is evaporated in vacuo. The crude produ... Yields the product COCC(=O)N(NC(=O)OCCCl)c1c(C)cccc1C. Starting materials: COCC(=O)Cl, Cc1cccc(C)c1NNC(=O)OCCCl, COCC(=O)O, O=S(Cl)Cl, Cc1ccccc1C. As a reaction SMILES: [CH3:17][O:18][CH2:19][C:20](=[O:21])[Cl:22].[CH3:1][c:2]1[c:3]([NH:9][NH:10][C:11](=[O:12])[O:13][CH2:14][CH2:15][Cl:16])[c:4]([CH3:8])[cH:5][cH:6][cH:7]1.[CH3:23][O:24][CH2:25][C:26]([OH:27])=[O:28].[S:29]([Cl:30])([Cl:31])=[O:32].[c:33]1([CH3:34])[c:35]([CH3:36])[cH:37][cH:38][cH:39][cH:40]1>>[CH3:1][c:2]1[c:3]([N:9]([NH:10][C:11](=[O:12])[O:13][CH2:14][CH2:15][Cl:16])[C:20]([CH2:19][O:18][CH3:17])=[O:21])[c:4]([CH3:8])[cH:5][cH:6][cH:7]1. The reactants are [H-].[Na+] (Sodium hydride), OC1=C(C=CC=C1)N1C=CC=C1 (1-(2-hydroxyphenyl)pyrrole), BrC(C(=O)OCC)C1=CC=CC2=CC=CC=C12 (ethyl α-bromo-α-(1-naphtyl)acetate). Run in C1CCOC1 (THF), C1CCOC1 (THF). Reaction conditions: time 1 hour. The product is C(C)OC(C(OC1=C(C=CC=C1)N1C=CC=C1)C1=CC=CC2=CC=CC=C12)=O ((±)-α-[[2-(1H-Pyrrol-1-yl)phenyl]oxy]-(1-naphthyl)acetic Acid Ethyl Ester). Yield: 49.5%. Reaction SMILES: [H-].[Na+].[OH:3][C:4]1[CH:9]=[CH:8][CH:7]=[CH:6][C:5]=1[N:10]1[CH:14]=[CH:13][CH:12]=[CH:11]1.Br[CH:16]([C:22]1[C:31]2[C:26](=[CH:27][CH:28]=[CH:29][CH:30]=2)[CH:25]=[CH:24][CH:23]=1)[C:17]([O:19][CH2:20][CH3:21])=[O:18]>C1COCC1>[CH2:20]([O:19][C:17](=[O:18])[CH:16]([C:22]1[C:31]2[C:26](=[CH:27][CH:28]=[CH:29][CH:30]=2)[CH:25]=[CH:24][CH:23]=1)[O:3][C:4]1[CH:9]=[CH:8][CH:7]=[CH:6][C:5]=1[N:10]1[CH:14]=[CH:13][CH:12]=[CH:11]1)[CH3:21] |f:0.1|. Procedure: Sodium hydride (90 mg, 3.9 mmol) was added to a solution of 1-(2-hydroxyphenyl)pyrrole (0.4 g, 2.5 mmol) in anhydrous THF (5 mL) at rt. The reaction mixture was stirred for 1 h at rt, and then a solution of ethyl α-bromo-α-(1-naphtyl)acetate (1.0 g, 4.0 mmol) in anhydrous THF (5 mL) was added dropwise. After 12 h at rt, the solvent was removed in vacuo, and the residue was taken up in dichloromethane. The organic layers were washed with brine, dried, and evaporated. The residue was purified by c...